This data is from the Open Reaction Database (ORD), a public repository of structured organic reaction records. The task is: describe an organic reaction: reactants, conditions, products, and yield Starting materials: O=C(O)c1cn2cc(Br)ccc2n1, CNOC, CCN=C=NCCCN(C)C, Cl, Cl, O, c1ccncc1. Product: CON(C)C(=O)c1cn2cc(Br)ccc2n1. RXN SMILES: [Br:1][c:2]1[cH:3][cH:4][c:5]2[n:6]([cH:7]1)[cH:8][c:9]([C:11](=[O:12])[OH:13])[n:10]2.[CH3:15][O:16][NH:17][CH3:18].[CH3:20][N:21]([CH3:22])[CH2:23][CH2:24][CH2:25][N:26]=[C:27]=[N:28][CH2:29][CH3:30].[ClH:14].[ClH:19].[OH2:31].[cH:32]1[cH:33][cH:34][n:35][cH:36][cH:37]1>>[Br:1][c:2]1[cH:3][cH:4][c:5]2[n:6]([cH:7]1)[cH:8][c:9]([C:11](=[O:13])[N:17]([O:16][CH3:15])[CH3:18])[n:10]2. Reactants: Fc1ccc2c(c1)[nH]c1ccccc12, [Na+], O=[N+]([O-])[O-], O=S(=O)(O)O. The product is O=[N+]([O-])c1cc2c(cc1F)[nH]c1ccccc12. RXN SMILES: [F:1][c:2]1[cH:3][cH:4][c:5]2[c:6]3[cH:7][cH:8][cH:9][cH:10][c:11]3[nH:12][c:13]2[cH:14]1.[Na+:15].[O-:16][N+:17]([O-:18])=[O:19].[S:20](=[O:21])(=[O:22])([OH:23])[OH:24]>>[F:1][c:2]1[c:3]([N+:17](=[O:16])[O-:18])[cH:4][c:5]2[c:6]3[cH:7][cH:8][cH:9][cH:10][c:11]3[nH:12][c:13]2[cH:14]1. The reactants are CS(=O)(=O)CCC1CCNCC1, COc1cc(F)c(C)cc1[N+](=O)[O-], CS(C)=O, CCOC(C)=O, [K+], [K+], O=C([O-])[O-]. The product is COc1cc(N2CCC(CCS(C)(=O)=O)CC2)c(C)cc1[N+](=O)[O-]. RXN SMILES: [CH3:14][S:15](=[O:16])(=[O:17])[CH2:18][CH2:19][CH:20]1[CH2:21][CH2:22][NH:23][CH2:24][CH2:25]1.[CH3:1][O:2][c:3]1[c:4]([N+:11](=[O:12])[O-:13])[cH:5][c:6]([CH3:10])[c:7]([F:9])[cH:8]1.[CH3:32][S:33]([CH3:34])=[O:35].[CH3:36][CH2:37][O:38][C:39]([CH3:40])=[O:41].[K+:26].[K+:27].[O-:28][C:29]([O-:30])=[O:31]>>[CH3:1][O:2][c:3]1[c:4]([N+:11](=[O:12])[O-:13])[cH:5][c:6]([CH3:10])[c:7]([N:23]2[CH2:22][CH2:21][CH:20]([CH2:19][CH2:18][S:15]([CH3:14])(=[O:16])=[O:17])[CH2:25][CH2:24]2)[cH:8]1. Starting materials: [N+](=O)([O-])C=1C(=CC=C2C=CC=NC12)C=O (8-nitro-quinoline-7-carbaldehyde), [N+](=O)([O-])C=1C(=CC=C2C=CC=NC12)C=O (8-nitro-quinoline-7-carbaldehyde), CC(C)(C)S(=O)N (2-methylpropane-2-sulfinamide), CCOC(=O)C (EtOAc). The reagents and catalysts are [O-]CC.[O-]CC.[O-]CC.[O-]CC.[Ti+4] (Titanium tetra-ethoxide). Run in C1CCOC1 (THF), [Cl-].[Na+].O (brine). Conditions: time 30 minute. Product: [N+](=O)([O-])C=1C(=CC=C2C=CC=NC12)\C=N\S(=O)C(C)(C)C (2-Methyl-propane-2-sulfinic acid 1-(8-nitro-quinolin-7-yl)-meth-(E)-ylideneamide). Yield: 76.5%. As a reaction SMILES: [N+:1]([C:4]1[C:5]([CH:14]=O)=[CH:6][CH:7]=[C:8]2[C:13]=1[N:12]=[CH:11][CH:10]=[CH:9]2)([O-:3])=[O:2].[CH3:16][C:17]([S:20]([NH2:22])=[O:21])([CH3:19])[CH3:18].CCOC(C)=O>C1COCC1.[Cl-].[Na+].O.[O-]CC.[O-]CC.[O-]CC.[O-]CC.[Ti+4]>[N+:1]([C:4]1[C:5](/[CH:14]=[N:22]/[S:20]([C:17]([CH3:19])([CH3:18])[CH3:16])=[O:21])=[CH:6][CH:7]=[C:8]2[C:13]=1[N:12]=[CH:11][CH:10]=[CH:9]2)([O-:3])=[O:2] |f:4.5.6,7.8.9.10.11|. Procedure: Titanium tetra-ethoxide (1.2 ml, 4.95 mmol) was added to a solution of 8-nitro-quinoline-7-carbaldehyde (Intermediate 204) (0.5 g, 2.47 mmol) and 2-methylpropane-2-sulfinamide (660 mg, 5.4 mmol) in THF (20 ml) under a nitrogen atmosphere and the mixture was heated under reflux for 17 h. The solution was cooled to room temperature and poured into rapidly stirring brine (40 ml) and stirred for 30 min. EtOAc (40 ml) was added and the mixture was filtered through Celite and washed with EtOAc (40 ml)... Starting materials: ClC1=CC=C(C=C1)OCC1=CC=CC=C1 (Chloro-4-(phenylmethoxy)benzene), C1(=CC=CC=C1)C=NC1=CC=CC=C1 (N-(phenylmethylene)benzenamine), C(C1=CC=CC=C1)N(C1=CC=CC=C1)C1=CC=CC=C1 (benzyldiphenylamine). The solvent is Na DMF. The product is ClC1=CC=C(C=C1)N(CC1=CC=CC=C1)C1=CC=CC=C1 (N-(4-Chlorophenyl)-N-phenyl-benzenemethanamine). Reaction SMILES: [Cl:1]C1C=CC(OCC2C=CC=CC=2)=CC=1.C1(C=NC2C=CC=CC=2)C=CC=CC=1.[CH2:30]([N:37]([C:44]1[CH:49]=[CH:48][CH:47]=[CH:46][CH:45]=1)[C:38]1[CH:43]=[CH:42][CH:41]=[CH:40][CH:39]=1)[C:31]1[CH:36]=[CH:35][CH:34]=[CH:33][CH:32]=1>>[Cl:1][C:47]1[CH:48]=[CH:49][C:44]([N:37]([C:38]2[CH:39]=[CH:40][CH:41]=[CH:42][CH:43]=2)[CH2:30][C:31]2[CH:32]=[CH:33][CH:34]=[CH:35][CH:36]=2)=[CH:45][CH:46]=1. Reported procedure: Chloro-4-(phenylmethoxy)benzene (2.18 g, 0.010 mol) and N-(phenylmethylene)benzenamine (1.81 g, 0.010 mol) were reacted in Na/DMF (1 g: 50 mL) at 50° C. for 7 hrs. The reaction was followed by HPLC to about 90% conversion. This technique indicated among other things the presence of the title compound, benzyldiphenylamine, and some unknown material in a ratio 65:18:17. Similar aqueous workup as for the preparation of benzyldiphenylamine and chromatography on silica gave 0.50 g of the title compou... The reactants are Br, CC(=O)O, CCc1ncnc(NC2CCc3cc(OC)ccc3C2)c1Cl, [Na+], [OH-]. Product: CCc1ncnc(NC2CCc3cc(O)ccc3C2)c1Cl. RXN SMILES: [BrH:25].[CH3:26][C:27](=[O:28])[OH:29].[Cl:1][c:2]1[c:3]([NH:10][CH:11]2[CH2:12][c:13]3[cH:14][cH:15][c:16]([O:21][CH3:22])[cH:17][c:18]3[CH2:19][CH2:20]2)[n:4][cH:5][n:6][c:7]1[CH2:8][CH3:9].[Na+:24].[OH-:23]>>[Cl:1][c:2]1[c:3]([NH:10][CH:11]2[CH2:12][c:13]3[cH:14][cH:15][c:16]([OH:21])[cH:17][c:18]3[CH2:19][CH2:20]2)[n:4][cH:5][n:6][c:7]1[CH2:8][CH3:9]. Reactants: OC1=C(C(=O)C2=CC=CC=C2)C=CC(=C1)O (2,4-dihydroxybenzophenone), [OH-].[Na+] (sodium hydroxide), BrCCBr (1,2-dibromoethane). Run in O (water), C(C)O (ethanol), CC(=O)C (acetone). Reaction conditions: time 16 hour. Yields the product BrCCOC1=CC(=C(C(=O)C2=CC=CC=C2)C=C1)O (4-(2-bromoethoxy)-2-hydroxybenzophenone). The yield is 42.5%. As a reaction SMILES: [OH:1][C:2]1[CH:15]=[C:14]([OH:16])[CH:13]=[CH:12][C:3]=1[C:4]([C:6]1[CH:11]=[CH:10][CH:9]=[CH:8][CH:7]=1)=[O:5].[OH-].[Na+].[Br:19][CH2:20][CH2:21]Br>O.C(O)C.CC(C)=O>[Br:19][CH2:20][CH2:21][O:16][C:14]1[CH:13]=[CH:12][C:3]([C:4]([C:6]2[CH:11]=[CH:10][CH:9]=[CH:8][CH:7]=2)=[O:5])=[C:2]([OH:1])[CH:15]=1 |f:1.2|. Procedure details: A 2000 mL, 1 neck round-bottomed flask containing a magnetic stir bar is charged with 2,4-dihydroxybenzophenone (85.6 g, 0.40 mol, Aldrich Chemical Co., Milwaukee, Wis.). To this is added a solution of sodium hydroxide (16.0 g) dissolved in 320 mL of water. Next, 1,2-dibromoethane (105.6 g, 0.56 mol) dissolved in 320 ml of ethanol is added. The reaction mixture is heated to reflux with stirring for 16 hours. The reaction vessel is then transferred to a rotary evaporator where the liquids are rem... The reactants are Cl.CC1C(NC2=C(N1)C=NC=C2)=O (3-methyl-3,4-dihydro-1H-pyrido[3,4-b]pyrazin-2-one hydrochloride), OO (hydrogen peroxide), material, OO (hydrogen peroxide), [OH-].[Na+] (NaOH). Run in O (water), Cl (HCl), O1CCOCC1 (1,4-dioxane). Conditions: temperature 75 celsius, time 2 day. Product: CC=1C(NC2=C(N1)C=NC=C2)=O (3-methyl-1H-pyrido[3,4-b]pyrazin-2-one). Yield: 19.8%. As a reaction SMILES: Cl.[CH3:2][CH:3]1[NH:8][C:7]2[CH:9]=[N:10][CH:11]=[CH:12][C:6]=2[NH:5][C:4]1=[O:13].OO.[OH-].[Na+]>Cl.O1CCOCC1.O>[CH3:2][C:3]1[C:4](=[O:13])[NH:5][C:6]2[CH:12]=[CH:11][N:10]=[CH:9][C:7]=2[N:8]=1 |f:0.1,3.4|. Procedure details: To a suspension of 3-nitro-pyridin-4-ylamine (15 g) in DCM (250 mL) was added triethyl amine (30 mL), Boc2O (23.5 g) and DMAP (1.31 g). The mixture was stirred at ambient temperature for 2 days. The solid was filtered off, and the filtrate was concentrated in vacuo. The residue was washed with MTBE. The yellow crystal was collected to afford (3-nitro-pyridin-4-yl)-carbamic acid tert-butyl ester (17 g). This material and ethyl pyruvate (100 mL) were dissolved in ethanol (150 mL) and treated with ... The reactants are P(OC)(OC)[O-] (dimethyl phosphite), O (water), C(CCC)OCCCN (3-butyloxypropyl amine). The solvent is CO (methanol), CO (methanol). The product is CP([O-])([O-])=O.C(CCC)OCCC[NH3+].C(CCC)OCCC[NH3+] (3-butyloxypropyl-ammoniummethyl phosphonate). The yield is 89.4%. As a reaction SMILES: [P:1]([O-:6])([O:4]C)[O:2]C.O.[CH2:8]([O:12][CH2:13][CH2:14][CH2:15][NH2:16])[CH2:9][CH2:10][CH3:11]>CO>[CH3:8][P:1](=[O:6])([O-:4])[O-:2].[CH2:8]([O:12][CH2:13][CH2:14][CH2:15][NH3+:16])[CH2:9][CH2:10][CH3:11].[CH2:8]([O:12][CH2:13][CH2:14][CH2:15][NH3+:16])[CH2:9][CH2:10][CH3:11] |f:4.5.6|. Procedure details: A mixture of 11 g. (0.1 moles) of dimethyl phosphite, 20 ml. of water and 20 ml. of methanol is reacted with a mixture of 13.12 g. (0.1 moles) of 3-butyloxypropyl amine and 30 ml. of methanol as described in Example 1. 22.6 g. of 3-butyloxypropyl-ammoniummethyl phosphonate are obtained. Yield: 89.4%. nD30 =1.4420 Starting materials: ClC1=NC=C(C(=C1)N)I (2-chloro-5-iodo-pyridin-4-yl-amine), BrCC(COCC1=CC=CC=C1)=C ((2-bromomethyl-allyloxymethyl)-benzene). Conditions: temperature 55 celsius, time 3 hour. Product: C(C1=CC=CC=C1)OCC(CNC1=CC(=NC=C1I)Cl)=C ((2-Benzyloxymethyl-allyl)-(2-chloro-5-iodo-pyridin-4-yl)-amine). Reaction SMILES: [Cl:1][C:2]1[CH:7]=[C:6]([NH2:8])[C:5]([I:9])=[CH:4][N:3]=1.Br[CH2:11][C:12](=[CH2:22])[CH2:13][O:14][CH2:15][C:16]1[CH:21]=[CH:20][CH:19]=[CH:18][CH:17]=1>>[CH2:15]([O:14][CH2:13][C:12](=[CH2:11])[CH2:22][NH:8][C:6]1[C:5]([I:9])=[CH:4][N:3]=[C:2]([Cl:1])[CH:7]=1)[C:16]1[CH:21]=[CH:20][CH:19]=[CH:18][CH:17]=1. Procedure: The title compound was prepared from 2-chloro-5-iodo-pyridin-4-yl-amine and (2-bromomethyl-allyloxymethyl)-benzene following a similar method to that described in Preparation 108. The reaction was stirred at 55° C. for 3 h. MS: [M+H]+=415.